From a dataset of the Open Reaction Database (ORD), a public repository of structured organic reaction records. describe an organic reaction: reactants, conditions, products, and yield Starting materials: CON=C(C(=O)OC)c1c(C)cccc1CBr, Cc1ccccc1O, [H-], [Na+], CN(C)C=O, O. Yields the product CON=C(C(=O)OC)c1c(C)cccc1COc1ccccc1C. Reaction SMILES: [CH3:11][O:12][N:13]=[C:14]([C:15](=[O:16])[O:17][CH3:18])[c:19]1[c:20]([CH2:26][Br:27])[cH:21][cH:22][cH:23][c:24]1[CH3:25].[CH3:1][c:2]1[cH:3][cH:4][cH:5][cH:6][c:7]1[OH:8].[H-:9].[Na+:10].[O:29]=[CH:30][N:31]([CH3:32])[CH3:33].[OH2:28]>>[CH3:1][c:2]1[cH:3][cH:4][cH:5][cH:6][c:7]1[O:8][CH2:26][c:20]1[c:19]([C:14](=[N:13][O:12][CH3:11])[C:15](=[O:16])[O:17][CH3:18])[c:24]([CH3:25])[cH:23][cH:22][cH:21]1. Starting materials: BrN1C(CCC1=O)=O (N-bromosuccinimide), ice, C(=O)NC1[C@@H]2N(C(=C(CS2=O)C)C(=O)OC(C)(C)C)C1=O (t-butyl 7-formamido-3-methyl-3-cephem-4-carboxylate-1-oxide), C(C)(=O)O (acetic acid). The reagents and catalysts are [W] (tungsten). Run in ClCCl (dichloromethane). Yields the product BrCC=1CS([C@H]2N(C1C(=O)OC(C)(C)C)C(C2NC=O)=O)=O (t-butyl 3-bromomethyl-7-formamido-3-cephem-4-carboxylate-1-oxide). The yield is 28.5%. As a reaction SMILES: [Br:1]N1C(=O)CCC1=O.[CH:9]([NH:11][CH:12]1[C:28](=[O:29])[N:14]2[C:15]([C:21]([O:23][C:24]([CH3:27])([CH3:26])[CH3:25])=[O:22])=[C:16]([CH3:20])[CH2:17][S:18](=[O:19])[C@H:13]12)=[O:10].C(O)(=O)C>[W].ClCCl>[Br:1][CH2:20][C:16]1[CH2:17][S:18](=[O:19])[C@@H:13]2[CH:12]([NH:11][CH:9]=[O:10])[C:28](=[O:29])[N:14]2[C:15]=1[C:21]([O:23][C:24]([CH3:25])([CH3:27])[CH3:26])=[O:22]. Procedure details: 27 g of N-bromosuccinimide were added portionwise to an ice-cold solution of 30 g of t-butyl 7-formamido-3-methyl-3-cephem-4-carboxylate-1-oxide in 1600 ml of a 1:1 mixture of acetic acid and dichloromethane under exposure to light of two tungsten lamps of 150 W over 3 hours. After a total exposure of 4 hours, the reaction mixture was then washed 3 times with water, a saturated solution of sodium bicarbonate and again with water. The organic phase was treated with activated carbon, dried over ma... The reactants are ClC1=C(C(=O)C2=NOC(=C2)CCO)C=CC(=C1)Cl (2-[3-(2,4-dichlorobenzoyl)-isoxazol-5-yl]ethanol), K2Cr2O7, OS(=O)(=O)O (H2SO4). The reagents and catalysts are S(=O)(=O)(O)[O-].C(CCC)[N+](CCCC)(CCCC)CCCC (tetra-n-butylammonium hydrogen sulfate). Run in C(Cl)Cl (CH2Cl2). Conditions: time 1 hour. Product: ClC1=C(C(=O)C2=NOC(=C2)CC(=O)O)C=CC(=C1)Cl ([3-(2,4-Dichlorobenzoyl)isoxazol-5-yl]acetic acid). Reaction SMILES: [Cl:1][C:2]1[CH:17]=[C:16]([Cl:18])[CH:15]=[CH:14][C:3]=1[C:4]([C:6]1[CH:10]=[C:9]([CH2:11][CH2:12][OH:13])[O:8][N:7]=1)=[O:5].[OH:19]S(O)(=O)=O>S([O-])(O)(=O)=O.C([N+](CCCC)(CCCC)CCCC)CCC.C(Cl)Cl>[Cl:1][C:2]1[CH:17]=[C:16]([Cl:18])[CH:15]=[CH:14][C:3]=1[C:4]([C:6]1[CH:10]=[C:9]([CH2:11][C:12]([OH:19])=[O:13])[O:8][N:7]=1)=[O:5] |f:2.3|. Procedure: To a mixture of 12.8 g of 2-[3-(2,4-dichlorobenzoyl)-isoxazol-5-yl]ethanol and a few crystals of tetra-n-butylammonium hydrogen sulfate in 1000 ml of CH2Cl2 was added 150 ml of 9M H2SO4. To this was added 13.2 g of pulverized K2Cr2O7 and the mixture was stirred at room temperature for 1 hour. The organic phase was separated from the aqueous phase and washed with water. The acid product was extracted from the organic phase using 40 ml of 4% NaHCO3. The alkaline solution was washed with CH2Cl2 sev... Reactants: ClC(Cl)Cl, O=C1CCC(=O)N1Cl, O=C(O)C1CCCN1, O=CCCc1ccc2ncccc2c1. Yields the product O=CC(Cl)Cc1ccc2ncccc2c1. RXN SMILES: [CH:31]([Cl:32])([Cl:33])[Cl:34].[Cl:23][N:24]1[C:25](=[O:26])[CH2:27][CH2:28][C:29]1=[O:30].[OH:1][C:2]([CH:3]1[NH:4][CH2:5][CH2:6][CH2:7]1)=[O:8].[n:9]1[cH:10][cH:11][cH:12][c:13]2[cH:14][c:15]([CH2:19][CH2:20][CH:21]=[O:22])[cH:16][cH:17][c:18]12>>[n:9]1[cH:10][cH:11][cH:12][c:13]2[cH:14][c:15]([CH2:19][CH:20]([CH:21]=[O:22])[Cl:23])[cH:16][cH:17][c:18]12.